This data is from the Open Reaction Database (ORD), a public repository of structured organic reaction records. The task is: describe an organic reaction: reactants, conditions, products, and yield Yields the product Cc1c(C)c2c(c(C)c1O)CCC(C)(C(=O)N1CCN(Cc3ccccc3)CC1)O2. The reactants are O=C(n1ccnc1)n1ccnc1, c1ccc(CN2CCNCC2)cc1, Cc1c(C)c2c(c(C)c1O)CCC(C)(C(=O)O)O2. Reaction SMILES: [C:19]([n:20]1[cH:21][cH:22][n:23][cH:24]1)([n:25]1[cH:26][cH:27][n:28][cH:29]1)=[O:30].[CH2:31]([c:32]1[cH:33][cH:34][cH:35][cH:36][cH:37]1)[N:38]1[CH2:39][CH2:40][NH:41][CH2:42][CH2:43]1.[OH:1][c:2]1[c:3]([CH3:18])[c:4]2[c:9]([c:10]([CH3:13])[c:11]1[CH3:12])[O:8][C:7]([C:14](=[O:15])[OH:16])([CH3:17])[CH2:6][CH2:5]2>>[OH:1][c:2]1[c:3]([CH3:18])[c:4]2[c:9]([c:10]([CH3:13])[c:11]1[CH3:12])[O:8][C:7]([C:14](=[O:16])[N:41]1[CH2:40][CH2:39][N:38]([CH2:31][c:32]3[cH:33][cH:34][cH:35][cH:36][cH:37]3)[CH2:43][CH2:42]1)([CH3:17])[CH2:6][CH2:5]2. Product: Cc1nc2ccccc2n1C1CC2CCC(C1)N2CCC1(c2ccccc2)CCN(C(=O)C2(C(=O)O)CCC2)CC1. Reactants: CCOC(=O)C1(C(=O)N2CCC(CCN3C4CCC3CC(n3c(C)nc5ccccc53)C4)(c3ccccc3)CC2)CCC1, CCO, [Na+], [OH-]. As a reaction SMILES: [CH3:1][c:2]1[n:3][c:4]2[c:5]([n:6]1[CH:7]1[CH2:8][CH:9]3[CH2:10][CH2:11][CH:12]([CH2:13]1)[N:14]3[CH2:15][CH2:16][C:17]1([c:34]3[cH:35][cH:36][cH:37][cH:38][cH:39]3)[CH2:18][CH2:19][N:20]([C:23](=[O:24])[C:25]3([C:29](=[O:30])[O:31][CH2:32][CH3:33])[CH2:26][CH2:27][CH2:28]3)[CH2:21][CH2:22]1)[cH:40][cH:41][cH:42][cH:43]2.[CH3:46][CH2:47][OH:48].[Na+:45].[OH-:44]>>[CH3:1][c:2]1[n:3][c:4]2[c:5]([n:6]1[CH:7]1[CH2:8][CH:9]3[CH2:10][CH2:11][CH:12]([CH2:13]1)[N:14]3[CH2:15][CH2:16][C:17]1([c:34]3[cH:35][cH:36][cH:37][cH:38][cH:39]3)[CH2:18][CH2:19][N:20]([C:23](=[O:24])[C:25]3([C:29](=[O:30])[OH:31])[CH2:26][CH2:27][CH2:28]3)[CH2:21][CH2:22]1)[cH:40][cH:41][cH:42][cH:43]2. The product is C1(CC1)COC=1C=C(C=CC1OC(F)F)C1=CC=NC=2N1N=C(N2)C=2C=CC(=NC2)C(=O)O (5-[7-{3-(cyclopropylmethoxy)-4-(difluoromethoxy)phenyl}-[1,2,4]triazolo[1,5-a]pyrimidin-2-yl]pyridine-2-carboxylic acid). Starting materials: COC(=O)C1=NC=C(C=C1)C1=NN2C(N=CC=C2C2=CC(=C(C=C2)OC(F)F)OCC2CC2)=N1 (5-[7-{3-(cyclopropylmethoxy)-4-(difluoromethoxy)phenyl}-[1,2,4]triazolo[1,5-a]pyrimidin-2-yl]pyridine-2-carboxylic acid methyl ester), Cl (HCl), COC(=O)C1=NC=C(C=C1)C1=NN2C(N=CC=C2C2=CC(=C(C=C2)OC(F)F)OCC2CC2)=N1 (5-[7-{3-(cyclopropylmethoxy)-4-(difluoromethoxy)phenyl}-[1,2,4]triazolo[1,5-a]pyrimidin-2-yl]pyridine-2-carboxylic acid methyl ester), [Li+].[OH-] (LiOH). RXN SMILES: C[O:2][C:3]([C:5]1[CH:10]=[CH:9][C:8]([C:11]2[N:34]=[C:14]3[N:15]=[CH:16][CH:17]=[C:18]([C:19]4[CH:24]=[CH:23][C:22]([O:25][CH:26]([F:28])[F:27])=[C:21]([O:29][CH2:30][CH:31]5[CH2:33][CH2:32]5)[CH:20]=4)[N:13]3[N:12]=2)=[CH:7][N:6]=1)=[O:4].[Li+].[OH-].Cl>CO>[CH:31]1([CH2:30][O:29][C:21]2[CH:20]=[C:19]([C:18]3[N:13]4[N:12]=[C:11]([C:8]5[CH:9]=[CH:10][C:5]([C:3]([OH:4])=[O:2])=[N:6][CH:7]=5)[N:34]=[C:14]4[N:15]=[CH:16][CH:17]=3)[CH:24]=[CH:23][C:22]=2[O:25][CH:26]([F:27])[F:28])[CH2:33][CH2:32]1 |f:1.2|. Yield: 34.1%. Run in CO (MeOH). Reported procedure: In aqueous MeOH, dissolved was 5-[7-{3-(cyclopropylmethoxy)-4-(difluoromethoxy)phenyl}-[1,2,4]triazolo[1,5-a]pyrimidin-2-yl]pyridine-2-carboxylic acid methyl ester (Compound 138) (0.05 g, 0.11 mmol), and LiOH (0.013 g, 0.32 mmol) was slowly added thereto. By using dilute HCl, pH of the reaction mixture was adjusted to 4˜5. The mixture was extracted three times with EA, and the extract was washed twice with brine, dried over MgSO4, filtered, and evaporated under reduced pressure to remove solvent... The reactants are CO, C[O-], O=[N+]([O-])c1ccc(O)c(CCl)c1, [Na+], O. Product: COCc1cc([N+](=O)[O-])ccc1O. As a reaction SMILES: [CH3:13][OH:14].[CH3:15][O-:16].[Cl:1][CH2:2][c:3]1[c:4]([OH:12])[cH:5][cH:6][c:7]([N+:9](=[O:10])[O-:11])[cH:8]1.[Na+:17].[OH2:18]>>[CH2:2]([c:3]1[c:4]([OH:12])[cH:5][cH:6][c:7]([N+:9](=[O:10])[O-:11])[cH:8]1)[O:14][CH3:13]. Reactants: COC(=O)c1cc(C#CCOC2CCCCO2)ccc1N(C)S(C)(=O)=O, CO, [H-], [Na+], CN(C)C=O. The product is CN1c2ccc(C#CCOC3CCCCO3)cc2C(=O)CS1(=O)=O. As a reaction SMILES: [CH3:1][N:2]([c:3]1[c:4]([C:5]([O:7][CH3:6])=[O:8])[cH:9][c:10]([C:13]#[C:14][CH2:15][O:16][CH:17]2[O:18][CH2:19][CH2:20][CH2:21][CH2:22]2)[cH:11][cH:12]1)[S:23](=[O:24])(=[O:25])[CH3:26].[CH3:29][OH:30].[H-:28].[Na+:27].[O:31]=[CH:32][N:33]([CH3:34])[CH3:35]>>[CH3:1][N:2]1[c:3]2[c:4]([cH:9][c:10]([C:13]#[C:14][CH2:15][O:16][CH:17]3[O:18][CH2:19][CH2:20][CH2:21][CH2:22]3)[cH:11][cH:12]2)[C:5](=[O:7])[CH2:26][S:23]1(=[O:24])=[O:25]. The reactants are CC1=CC=C(C=C1)S(=O)(=O)OC[C@@H]1CO1 ((S)-(+)-glycidyl 4-methylbenzenesulfonate), C(C1=CC=CC=C1)OC1=CC=C(C=C1)O (4-Benzyloxyphenol), [H-].[Na+] (sodium hydride). Run in CN(C=O)C (N,N-dimethylformamide), CN(C=O)C (N,N-dimethylformamide). Conditions: temperature 80 celsius, time 30 minute. Yields the product C(C1=CC=CC=C1)OC1=CC=C(OC[C@H]2OC2)C=C1 ((2S)-2-[(4-Benzyloxyphenoxy)methyl]oxirane). Yield: 71.2%. Reaction SMILES: [CH2:1]([O:8][C:9]1[CH:14]=[CH:13][C:12]([OH:15])=[CH:11][CH:10]=1)[C:2]1[CH:7]=[CH:6][CH:5]=[CH:4][CH:3]=1.[H-].[Na+].CC1C=CC(S(O[CH2:29][C@H:30]2[O:32][CH2:31]2)(=O)=O)=CC=1>CN(C)C=O>[CH2:1]([O:8][C:9]1[CH:10]=[CH:11][C:12]([O:15][CH2:29][C@@H:30]2[CH2:31][O:32]2)=[CH:13][CH:14]=1)[C:2]1[CH:3]=[CH:4][CH:5]=[CH:6][CH:7]=1 |f:1.2|. Reported procedure: 4-Benzyloxyphenol (15.00 g, 74.91 mmol) in anhydrous N,N-dimethylformamide (50 mL) was added to a solution of sodium hydride (60% dispersion in oil) (2.88 g, 74.9 mmol) in N,N-dimethylformamide (50 mL). The solution was stirred for 30 minutes and (S)-(+)-glycidyl 4-methylbenzenesulfonate (17.12, 75.0 mmol) was added. The mixture was heated to 80° C. for 2 hours. The solvent was removed and the residue partitioned between diethyl ether and water. The organic phase was washed with brine-and dried ... Reactants: [Cl-].[Al+3].[Cl-].[Cl-] (aluminum chloride), OC=1C=CC2=CC=CC=3C4=CC=CC=C4C(C1C32)=O (6-Hydroxy benzanthrone). Run in C1(=CC=CC=C1)C (toluene). Reaction conditions: temperature 110 celsius. The product is [Al+3].[O-]C=1C=CC2=CC=CC=3C4=CC=CC=C4C(C1C32)=O.[O-]C=3C=CC2=CC=CC=1C4=CC=CC=C4C(C3C12)=O.[O-]C=1C=CC2=CC=CC=3C4=CC=CC=C4C(C1C32)=O (Tris (6-oxidobenzanthrone) aluminum). Reaction SMILES: [OH:1][C:2]1[CH:3]=[CH:4][C:5]2[C:18]3[C:17]=1[C:16](=[O:19])[C:15]1[C:10](=[CH:11][CH:12]=[CH:13][CH:14]=1)[C:9]=3[CH:8]=[CH:7][CH:6]=2.[Cl-].[Al+3:21].[Cl-].[Cl-]>C1(C)C=CC=CC=1>[Al+3:21].[O-:1][C:2]1[CH:3]=[CH:4][C:5]2[C:18]3[C:17]=1[C:16](=[O:19])[C:15]1[C:10](=[CH:11][CH:12]=[CH:13][CH:14]=1)[C:9]=3[CH:8]=[CH:7][CH:6]=2.[O-:1][C:2]1[CH:3]=[CH:4][C:5]2[C:18]3[C:17]=1[C:16](=[O:19])[C:15]1[C:10](=[CH:11][CH:12]=[CH:13][CH:14]=1)[C:9]=3[CH:8]=[CH:7][CH:6]=2.[O-:1][C:2]1[CH:3]=[CH:4][C:5]2[C:18]3[C:17]=1[C:16](=[O:19])[C:15]1[C:10](=[CH:11][CH:12]=[CH:13][CH:14]=1)[C:9]=3[CH:8]=[CH:7][CH:6]=2 |f:1.2.3.4,6.7.8.9|. Reported procedure: 6-Hydroxy benzanthrone (1.0 g) was placed in a 100 mL round-bottom flask. Dry toluene (50 mL) was added to the flask together with aluminum chloride (0.113 g). The solution turned yellow-orange, and a precipitate began to form. The mixture was refluxed at 110° C. overnight. The flask was then cooled and the contents filtered. Crude yield 0.62 g, mp>300° C. As a reaction SMILES: [NH2:1][c:2]1[c:3]2[c:4](-[c:5]3[cH:6][cH:7][c:8]([NH:9][C:10]([NH:11][c:12]4[cH:13][c:14]([C:15]([F:16])([F:17])[F:18])[cH:19][cH:20][c:21]4[F:22])=[O:23])[c:24]([F:25])[cH:26]3)[cH:27][c:28]([CH2:29][CH2:30][CH2:31][Br:32])[n:33]2[n:34][cH:35][n:36]1.[NH2:44][c:45]1[n:46][cH:47][n:48][n:49]2[c:50]1[c:51](-[c:65]1[cH:66][c:67]([F:86])[c:68]([NH:71][C:72](=[O:73])[NH:74][c:75]3[c:76]([F:85])[cH:77][cH:78][c:79]([C:81]([F:82])([F:83])[F:84])[cH:80]3)[cH:69][cH:70]1)[cH:52][c:53]2[CH2:54][CH2:55][CH2:56][N:57]1[CH:58]([CH2:62][O:63][CH3:64])[CH2:59][CH2:60][CH2:61]1.[O:37]1[CH2:38][CH2:39][CH2:40][NH:41][CH2:42][CH2:43]1>>[NH2:44][c:45]1[n:46][cH:47][n:48][n:49]2[c:50]1[c:51](-[c:65]1[cH:66][c:67]([F:86])[c:68]([NH:71][C:72](=[O:73])[NH:74][c:75]3[c:76]([F:85])[cH:77][cH:78][c:79]([C:81]([F:82])([F:83])[F:84])[cH:80]3)[cH:69][cH:70]1)[cH:52][c:53]2[CH2:54][CH2:55][CH2:56][N:57]1[CH2:58][CH2:62][O:63][CH2:64][CH2:60][CH2:61]1. Product: Nc1ncnn2c(CCCN3CCCOCC3)cc(-c3ccc(NC(=O)Nc4cc(C(F)(F)F)ccc4F)c(F)c3)c12. The reactants are Nc1ncnn2c(CCCBr)cc(-c3ccc(NC(=O)Nc4cc(C(F)(F)F)ccc4F)c(F)c3)c12, COCC1CCCN1CCCc1cc(-c2ccc(NC(=O)Nc3cc(C(F)(F)F)ccc3F)c(F)c2)c2c(N)ncnn12, C1CNCCOC1. Starting materials: C1C=CC2=CC=CC=C12 (Indene), [Li]CCCC (n-BuLi). Run in CCCCCC (hexane). Run at time 8 hour. Yields the product [CH-]1C=CC2=CC=CC=C12.[Li+] (Lithium indenide). Isolated yield 89.1%. Reaction SMILES: [CH2:1]1[C:9]2[C:4](=[CH:5][CH:6]=[CH:7][CH:8]=2)[CH:3]=[CH:2]1.[Li:10]CCCC>CCCCCC>[CH-:1]1[C:9]2[C:4](=[CH:5][CH:6]=[CH:7][CH:8]=2)[CH:3]=[CH:2]1.[Li+:10] |f:3.4|. Procedure: Indene (10.0 g, 0.0861 moles) was stirred in hexane (150 mL) as n-BuLi (0.8783 moles, 54.8 mL of 1.6 M solution in hexane) was added drop wise. The mixture was allowed to stir overnight at room temperature during which time a solid precipitated. After the reaction period the solid was collected via suction filtration, washed with hexane, dried under vacuum, and was used without further purification or analysis (9.35 g, 89.1% yield). Starting materials: ClC1=C(C=C(C=C1)Cl)NC1=C(C=NC=2N1N=CC2S(=O)(=O)N)C(=O)N2CCC(CC2)C2=CC=C(C=C2)F (7-(2,5-dichlorophenylamino)-6-[4-(4-fluorophenyl)piperidine-1-carbonyl]pyrazolo[1,5-a]pyrimidine-3-sulfonamide), C(=O)O (formic acid). Yields the product ClC1=C(C=C(C=C1)Cl)NC1=C(C=NC=2N1N=CC2S(=O)(=O)NC=O)C(=O)N2CCC(CC2)C2=CC=C(C=C2)F (N-{7-(2,5-dichlorophenylamino)-6-[4-(4-fluorophenyl)piperidine-1-carbonyl]pyrazolo[1,5-a]pyrimidin-3-ylsulfonyl}formamide). The yield is 34.8%. RXN SMILES: [Cl:1][C:2]1[CH:7]=[CH:6][C:5]([Cl:8])=[CH:4][C:3]=1[NH:9][C:10]1[N:15]2[N:16]=[CH:17][C:18]([S:19]([NH2:22])(=[O:21])=[O:20])=[C:14]2[N:13]=[CH:12][C:11]=1[C:23]([N:25]1[CH2:30][CH2:29][CH:28]([C:31]2[CH:36]=[CH:35][C:34]([F:37])=[CH:33][CH:32]=2)[CH2:27][CH2:26]1)=[O:24].[CH:38](O)=[O:39]>>[Cl:1][C:2]1[CH:7]=[CH:6][C:5]([Cl:8])=[CH:4][C:3]=1[NH:9][C:10]1[N:15]2[N:16]=[CH:17][C:18]([S:19]([NH:22][CH:38]=[O:39])(=[O:21])=[O:20])=[C:14]2[N:13]=[CH:12][C:11]=1[C:23]([N:25]1[CH2:30][CH2:29][CH:28]([C:31]2[CH:32]=[CH:33][C:34]([F:37])=[CH:35][CH:36]=2)[CH2:27][CH2:26]1)=[O:24]. Procedure details: Using 7-(2,5-dichlorophenylamino)-6-[4-(4-fluorophenyl)piperidine-1-carbonyl]pyrazolo[1,5-a]pyrimidine-3-sulfonamide (0.10 g, 0.18 mmol) obtained in Example 22 step 5 and formic acid (0.033 mL, 0.89 mmol) instead of cyclopropanecarboxylic acid, and in the same manner as in Example 1 step 6, the title compound (0.037 g, 34%) was obtained.